describe an organic reaction: reactants, conditions, products, and yield From a dataset of the Open Reaction Database (ORD), a public repository of structured organic reaction records. Reactants: NC1=NC=CC=C1OCC1=C(C=CC(=C1)Cl)Cl (2-amino-3-(2,5-dichlorobenzyloxy)pyridine), Cl.C1(=CC=CC=C1)CC(OCC)=N (ethyl phenylacetimidate hydrochloride). The solvent is C(C)O (ethanol). Product: Cl.ClC1=C(COC=2C(=NC=CC2)NC(CC2=CC=CC=C2)=N)C=C(C=C1)Cl (N-(3-(2,5-Dichlorobenzyloxy)-2-pyridyl)phenyl-acetamidine hydrochloride). Isolated yield 6.3%. RXN SMILES: [NH2:1][C:2]1[C:7]([O:8][CH2:9][C:10]2[CH:15]=[C:14]([Cl:16])[CH:13]=[CH:12][C:11]=2[Cl:17])=[CH:6][CH:5]=[CH:4][N:3]=1.Cl.[C:19]1([CH2:25][C:26](=[NH:30])OCC)[CH:24]=[CH:23][CH:22]=[CH:21][CH:20]=1>C(O)C>[ClH:16].[Cl:17][C:11]1[CH:12]=[CH:13][C:14]([Cl:16])=[CH:15][C:10]=1[CH2:9][O:8][C:7]1[C:2]([NH:1][C:26](=[NH:30])[CH2:25][C:19]2[CH:24]=[CH:23][CH:22]=[CH:21][CH:20]=2)=[N:3][CH:4]=[CH:5][CH:6]=1 |f:1.2,4.5|. Reported procedure: A mixture of 2-amino-3-(2,5-dichlorobenzyloxy)pyridine (5.08 g, 18.8 mmol) and ethyl phenylacetimidate hydrochloride (3.52 g, 25.5 mmol) in ethanol (150 ml) was heated under reflux for 2 hours, then evaporated. Flash chromatography (dichloromethane/methanol) and trituration with ether gave the product (0.25 g), m.p. 191°-193° C.